From a dataset of the Open Reaction Database (ORD), a public repository of structured organic reaction records. describe an organic reaction: reactants, conditions, products, and yield The reactants are C1(=CC=CC=C1)C1=NC=C(C=N1)C(C)=O (1-(2-phenylpyrimidin-5-yl)ethanone), ethyl acetate-hexanes, C1(=CC=CC=C1)C1=NC=C(C=N1)C(C)=O (1-(2-phenylpyrimidin-5-yl)ethanone), crude material, O.NN (hydrazine hydrate), C(C1=CN=CC=C1)(=O)OC (methyl nicotinate), CC(C)([O-])C.[K+] (potassium tert-butoxide), C(C1=CN=CC=C1)(=O)OC (methyl nicotinate), [H-].[Na+] (sodium hydride). Run in O1CCCC1 (tetrahydrofuran), O1CCCC1 (tetrahydrofuran), [Cl-].[NH4+] (ammonium chloride), [Cl-].[Na+] (sodium chloride), C(C)(=O)O (acetic acid), C([O-])(O)=O.[Na+] (sodium bicarbonate). Conditions: temperature 50 celsius, time 8 hour. Yields the product C1(=CC=CC=C1)C1=NC=C(C=N1)C1=CC(=NN1)C=1C=NC=CC1 (2-phenyl-5-(3-(pyridin-3-yl)-1H-pyrazol-5-yl)pyrimidine). RXN SMILES: [C:1]1([C:7]2[N:12]=[CH:11][C:10]([C:13](=O)[CH3:14])=[CH:9][N:8]=2)[CH:6]=[CH:5][CH:4]=[CH:3][CH:2]=1.[C:16](OC)(=O)[C:17]1[CH:22]=[CH:21][CH:20]=[N:19][CH:18]=1.CC(C)([O-])C.[K+].[H-].[Na+].O.[NH2:35][NH2:36]>O1CCCC1.[Cl-].[NH4+].[Cl-].[Na+].C(O)(=O)C.C(=O)(O)[O-].[Na+]>[C:1]1([C:7]2[N:12]=[CH:11][C:10]([C:13]3[NH:36][N:35]=[C:16]([C:17]4[CH:18]=[N:19][CH:20]=[CH:21][CH:22]=4)[CH:14]=3)=[CH:9][N:8]=2)[CH:6]=[CH:5][CH:4]=[CH:3][CH:2]=1 |f:2.3,4.5,6.7,9.10,11.12,14.15|. Procedure: To a solution consisting of 1-(2-phenylpyrimidin-5-yl)ethanone (Example 14, Step A, 46 mg, 0.23 mmol) and methyl nicotinate (35 mg, 0.25 mmol) in tetrahydrofuran (1 mL) was added a solution consisting of potassium tert-butoxide in tetrahydrofuran (0.28 mL, 0.28 mmol). The reaction mixture was stirred overnight. Analysis of the reaction mixture by TLC (1:3 ethyl acetate-hexanes) showed the 1-(2-phenylpyrimidin-5-yl)ethanone was not consumed. To the reaction mixture was added methyl nicotinate (11... The reactants are C1(CC1)C=O (cyclopropanecarboxaldehyde), N1CC(CC1)CO (3-pyrrolidinemethanol). The product is C1(CC1)CN1CC(CC1)CO (1-[(Cyclopropyl)methyl]-3-pyrrolidinemethanol). As a reaction SMILES: [CH:1]1([CH:4]=O)[CH2:3][CH2:2]1.[NH:6]1[CH2:10][CH2:9][CH:8]([CH2:11][OH:12])[CH2:7]1>>[CH:1]1([CH2:4][N:6]2[CH2:10][CH2:9][CH:8]([CH2:11][OH:12])[CH2:7]2)[CH2:3][CH2:2]1. Procedure: In a manner similar to Preparation 8, react cyclopropanecarboxaldehyde with 3-pyrrolidinemethanol to obtain the title compound.